From a dataset of the Open Reaction Database (ORD), a public repository of structured organic reaction records. describe an organic reaction: reactants, conditions, products, and yield The reactants are C(C)OC=1C=C(C(=O)O)C=CC1 (3-ethoxybenzoic acid), O=CC(Cl)(Cl)Cl (chloral), S(O)(O)(=O)=O (sulfuric acid), ClC(C=O)(Cl)Cl (trichloroacetaldehyde), ice. Solvent: O (water). Run at temperature 25 celsius. Product: C(C)OC1=CC=C2C(OC(=O)C2=C1)C(Cl)(Cl)Cl (6-ethoxy-3-(trichloromethyl)phthalide). Isolated yield 9.3%. RXN SMILES: [CH2:1]([O:3][C:4]1[CH:5]=[C:6]([CH:10]=[CH:11][CH:12]=1)[C:7]([OH:9])=[O:8])[CH3:2].S(=O)(=O)(O)O.[Cl:18][C:19]([Cl:23])([Cl:22])[CH:20]=O>O>[CH2:1]([O:3][C:4]1[CH:5]=[C:6]2[C:10]([CH:20]([C:19]([Cl:23])([Cl:22])[Cl:18])[O:8][C:7]2=[O:9])=[CH:11][CH:12]=1)[CH3:2]. Procedure details: To a stirred solution of 6.6 g (40 mmoles) of 3-ethoxybenzoic acid in 50 ml. of concentrated sulfuric acid were added dropwise over fifteen minutes 8.0 g (55 mmoles) of trichloroacetaldehyde (chloral). The reaction mixture was stirred for twelve hours at 25° C., and then an additional 8.0 g of chloral were added in one portion and the mixture was stirred for an additional three hours. The reaction mixture was next added to 50 g of ice and 50 ml of water, and the aqueous mixture was extracted sev... Reactants: [Br-], [Br-], [Br-], OC(CCc1ccc(Cl)cc1)C1CC1, [Li+], BrP(Br)Br, [Zn+2]. The product is Clc1ccc(CCC=CCCBr)cc1. As a reaction SMILES: [Br-:20].[Br-:21].[Br-:23].[Cl:1][c:2]1[cH:3][cH:4][c:5]([CH2:8][CH2:9][CH:10]([OH:11])[CH:12]2[CH2:13][CH2:14]2)[cH:6][cH:7]1.[Li+:19].[P:15]([Br:16])([Br:17])[Br:18].[Zn+2:22]>>[Cl:1][c:2]1[cH:3][cH:4][c:5]([CH2:8][CH2:9][CH:10]=[CH:12][CH2:13][CH2:14][Br:16])[cH:6][cH:7]1. Solvent: Cl (hydrochloric acid), Cl (hydrochloric acid). Run at temperature 100 celsius. Reported procedure: 20 g (0.045 mol) N,N'-bis(2-nitrophenyl)-1,12-diaminododecane are dissolved in 100 ml concentrated hydrochloric acid, and 43 g (0.19 mol) stannochloride dihydrate dissolved in 50 ml concentrated hydrochloric acid are added. The mixtured is heated to approxiately 100° C. while stirred, and after three hours the product separated off is cooled. The water phase is separated off, and the product is suspended in 200 ml hot water, whereafter it is poured into 500 ml 2M sodium hydroxide. The released t... Yields the product NC1=C(C=CC=C1)NCCCCCCCCCCCCNC1=C(C=CC=C1)N (N,N'-bis(2-aminophenyl)-1,12-diaminododecane). Reactants: [N+](=O)([O-])C1=C(C=CC=C1)NCCCCCCCCCCCCNC1=C(C=CC=C1)[N+](=O)[O-] (N,N'-bis(2-nitrophenyl)-1,12-diaminododecane), dihydrate. As a reaction SMILES: [N+:1]([C:4]1[CH:9]=[CH:8][CH:7]=[CH:6][C:5]=1[NH:10][CH2:11][CH2:12][CH2:13][CH2:14][CH2:15][CH2:16][CH2:17][CH2:18][CH2:19][CH2:20][CH2:21][CH2:22][NH:23][C:24]1[CH:29]=[CH:28][CH:27]=[CH:26][C:25]=1[N+:30]([O-])=O)([O-])=O>Cl>[NH2:30][C:25]1[CH:26]=[CH:27][CH:28]=[CH:29][C:24]=1[NH:23][CH2:22][CH2:21][CH2:20][CH2:19][CH2:18][CH2:17][CH2:16][CH2:15][CH2:14][CH2:13][CH2:12][CH2:11][NH:10][C:5]1[CH:6]=[CH:7][CH:8]=[CH:9][C:4]=1[NH2:1]. Starting materials: CCCCCCCCCCCCCCCCBr, CCCCCCCCC=CCCCCCCCCN, [Na+], [OH-]. Product: CCCCCCCCCCCCCCCCCCCCCCCCC=CCCCCCCCCN. RXN SMILES: [Br:1][CH2:2][CH2:3][CH2:4][CH2:5][CH2:6][CH2:7][CH2:8][CH2:9][CH2:10][CH2:11][CH2:12][CH2:13][CH2:14][CH2:15][CH2:16][CH3:17].[CH2:18]([CH2:19][CH2:20][CH2:21][CH2:22][CH2:23][CH2:24][CH2:25][CH:26]=[CH:27][CH2:28][CH2:29][CH2:30][CH2:31][CH2:32][CH2:33][CH2:34][CH3:35])[NH2:36].[Na+:38].[OH-:37]>>[CH2:2]([CH2:3][CH2:4][CH2:5][CH2:6][CH2:7][CH2:8][CH2:9][CH2:10][CH2:11][CH2:12][CH2:13][CH2:14][CH2:15][CH2:16][CH3:17])[CH2:35][CH2:34][CH2:33][CH2:32][CH2:31][CH2:30][CH2:29][CH2:28][CH:27]=[CH:26][CH2:25][CH2:24][CH2:23][CH2:22][CH2:21][CH2:20][CH2:19][CH2:18][NH2:36]. Starting materials: [BH4-].[Na+] (Sodium borohydride), C(C)(=O)C=1C=C(C(=NC1)OCCCC)C=1NC(C=2C(N1)=C(N(N2)C2CCN(CC2)C(C)=O)CC)=O (5-(5-Acetyl-2-butoxy-3-pyridinyl)-2-(1-acetyl-4-piperidinyl)-3-ethyl-2,6-dihydro-7H-pyrazolo[4,3-d]pyrimidin-7-one). The solvent is CO (methanol). Product: C(C)(=O)N1CCC(CC1)N1N=C2C(N=C(NC2=O)C=2C(=NC=C(C2)C(C)O)OCCCC)=C1CC (2-(1-Acetyl-4-piperidinyl)-5-[2-butoxy-5-(1-hydroxyethyl)-3-pyridinyl]-3-ethyl-2,6-dihydro-7H-pyrazolo[4,3-d]pyrimidin-7-one). Isolated yield 83.3%. Reaction SMILES: [BH4-].[Na+].[C:3]([C:6]1[CH:7]=[C:8]([C:17]2[NH:18][C:19](=[O:37])[C:20]3[C:21](=[C:23]([CH2:35][CH3:36])[N:24]([CH:26]4[CH2:31][CH2:30][N:29]([C:32](=[O:34])[CH3:33])[CH2:28][CH2:27]4)[N:25]=3)[N:22]=2)[C:9]([O:12][CH2:13][CH2:14][CH2:15][CH3:16])=[N:10][CH:11]=1)(=[O:5])[CH3:4]>CO>[C:32]([N:29]1[CH2:28][CH2:27][CH:26]([N:24]2[C:23]([CH2:35][CH3:36])=[C:21]3[N:22]=[C:17]([C:8]4[C:9]([O:12][CH2:13][CH2:14][CH2:15][CH3:16])=[N:10][CH:11]=[C:6]([CH:3]([OH:5])[CH3:4])[CH:7]=4)[NH:18][C:19](=[O:37])[C:20]3=[N:25]2)[CH2:31][CH2:30]1)(=[O:34])[CH3:33] |f:0.1|. Reported procedure: Sodium borohydride (6 mg, 0.15 mmol) was added to a suspension of the title compound from example 131 (140 mg, 0.3 mmol) in dry methanol (3 ml) at 0° C. under nitrogen. After 30 min the solvent was removed in vacuo, and the residue partitioned between ethyl acetate (20 ml) and water (20 ml). The organic layer was separated, and the aqueous layer was extracted further with ethyl acetate (2×20 ml). Combined organic layers were washed with brine (20 ml), dried (MgSO4) and concentrated in vacuo. The... Starting materials: O (H2O), CCN=C=NCCCN(C)C.Cl (EDC.HCl), C=1C=CC2=C(C1)N=NN2O (HOBt), C(C)(C)C=1N=C2N(C=CC(=C2)C(=O)O)C1 (isopropylimidazo[1,2-a]pyridine-7-carboxylic acid), C(C)NCC (diethylamine), IN1C(CCC1=O)=O (N-iodosuccinimide). The solvent is CN(C)C=O (DMF). Reaction conditions: temperature 60 celsius, time 2 hour. Product: C(C)N(C(=O)C1=CC=2N(C=C1)C(=C(N2)C(C)C)I)CC (N,N-diethyl-3-iodo-2-isopropylimidazo[1,2-a]pyridine-7-carboxamide). The yield is 113.0%. Reaction SMILES: [CH:1]([C:4]1[N:5]=[C:6]2[CH:11]=[C:10]([C:12]([OH:14])=O)[CH:9]=[CH:8][N:7]2[CH:15]=1)([CH3:3])[CH3:2].CCN=C=NCCCN(C)C.Cl.C1C=CC2N(O)N=NC=2C=1.O.[CH2:39]([NH:41][CH2:42][CH3:43])[CH3:40].[I:44]N1C(=O)CCC1=O>CN(C=O)C>[CH2:39]([N:41]([CH2:42][CH3:43])[C:12]([C:10]1[CH:9]=[CH:8][N:7]2[C:15]([I:44])=[C:4]([CH:1]([CH3:2])[CH3:3])[N:5]=[C:6]2[CH:11]=1)=[O:14])[CH3:40] |f:1.2|. Procedure: 2-Isopropylimidazo[1,2-a]pyridine-7-carboxylic acid (3.00 g, 14.7 mmol) obtained in step 2 was dissolved in DMF (15 mL), and the solution was stirred at 60° C. for 2 hours after adding EDC.HCl (4.20 g, 22.0 mmol), HOBt.H2O (3.00 g, 22.0 mmol), and diethylamine (2.70 mL, 29.4 mmol). The reaction mixture was extracted with ethyl acetate after adding a saturated sodium hydrogen carbonate aqueous solution. The organic layer was washed with a saturated ammonium chloride aqueous solution and saturated...